This data is from the Open Reaction Database (ORD), a public repository of structured organic reaction records. The task is: describe an organic reaction: reactants, conditions, products, and yield The reactants are CC(C)(C)OC(=O)CN(CCCCCCCCCCC(=O)O)Cc1nccn1CC(=O)OC(C)(C)C, CCN=C=NCCCN(C)C, CCN(C(C)C)C(C)C, ClCCl, CC(C)(C)OC(=O)CCC(NC(=O)NC(CCCCN)C(=O)OC(C)(C)C)C(=O)OC(C)(C)C, On1nnc2ccccc21. Yields the product CC(C)(C)OC(=O)CCC(NC(=O)NC(CCCCNC(=O)CCCCCCCCCCN(CC(=O)OC(C)(C)C)Cc1nccn1CC(=O)OC(C)(C)C)C(=O)OC(C)(C)C)C(=O)OC(C)(C)C. RXN SMILES: [C:35]([CH3:36])([CH3:37])([CH3:38])[O:39][C:40]([CH2:41][N:42]([CH2:43][CH2:44][CH2:45][CH2:46][CH2:47][CH2:48][CH2:49][CH2:50][CH2:51][CH2:52][C:53](=[O:54])[OH:55])[CH2:56][c:57]1[n:58]([CH2:62][C:63](=[O:64])[O:65][C:66]([CH3:67])([CH3:68])[CH3:69])[cH:59][cH:60][n:61]1)=[O:70].[CH3:71][CH2:72][N:73]=[C:74]=[N:75][CH2:76][CH2:77][CH2:78][N:79]([CH3:80])[CH3:81].[CH:92]([N:93]([CH2:94][CH3:95])[CH:96]([CH3:97])[CH3:98])([CH3:99])[CH3:100].[Cl:101][CH2:102][Cl:103].[NH2:1][CH2:2][CH2:3][CH2:4][CH2:5][CH:6]([C:7](=[O:8])[O:9][C:10]([CH3:11])([CH3:12])[CH3:13])[NH:14][C:15]([NH:16][CH:17]([C:18](=[O:19])[O:20][C:21]([CH3:22])([CH3:23])[CH3:24])[CH2:25][CH2:26][C:27](=[O:28])[O:29][C:30]([CH3:31])([CH3:32])[CH3:33])=[O:34].[OH:82][n:83]1[c:84]2[c:85]([cH:86][cH:87][cH:88][cH:89]2)[n:90][n:91]1>>[NH:1]([CH2:2][CH2:3][CH2:4][CH2:5][CH:6]([C:7](=[O:8])[O:9][C:10]([CH3:11])([CH3:12])[CH3:13])[NH:14][C:15]([NH:16][CH:17]([C:18](=[O:19])[O:20][C:21]([CH3:22])([CH3:23])[CH3:24])[CH2:25][CH2:26][C:27](=[O:28])[O:29][C:30]([CH3:31])([CH3:32])[CH3:33])=[O:34])[C:53]([CH2:52][CH2:51][CH2:50][CH2:49][CH2:48][CH2:47][CH2:46][CH2:45][CH2:44][CH2:43][N:42]([CH2:41][C:40]([O:39][C:35]([CH3:36])([CH3:37])[CH3:38])=[O:70])[CH2:56][c:57]1[n:58]([CH2:62][C:63](=[O:64])[O:65][C:66]([CH3:67])([CH3:68])[CH3:69])[cH:59][cH:60][n:61]1)=[O:54]. Reactants: C1CCOC1, CCN(C(C)C)C(C)C, CC1(C)Cc2c(c(C(=O)O)cc3nc(Nc4c(Cl)cccc4Cl)[nH]c23)O1, Cc1ccc(N)c(F)c1, O=S(Cl)Cl. Yields the product Cc1ccc(NC(=O)c2cc3nc(Nc4c(Cl)cccc4Cl)[nH]c3c3c2OC(C)(C)C3)c(F)c1. RXN SMILES: [CH2:49]1[O:50][CH2:51][CH2:52][CH2:53]1.[CH:40]([N:41]([CH2:42][CH3:43])[CH:44]([CH3:45])[CH3:46])([CH3:47])[CH3:48].[Cl:1][c:2]1[c:3]([NH:9][c:10]2[nH:11][c:12]3[c:13]([n:14]2)[cH:15][c:16]([C:24](=[O:25])[OH:26])[c:17]2[c:18]3[CH2:19][C:20]([CH3:22])([CH3:23])[O:21]2)[c:4]([Cl:8])[cH:5][cH:6][cH:7]1.[F:31][c:32]1[c:33]([NH2:34])[cH:35][cH:36][c:37]([CH3:39])[cH:38]1.[S:27]([Cl:28])([Cl:29])=[O:30]>>[Cl:1][c:2]1[c:3]([NH:9][c:10]2[nH:11][c:12]3[c:13]([n:14]2)[cH:15][c:16]([C:24](=[O:25])[NH:34][c:33]2[c:32]([F:31])[cH:38][c:37]([CH3:39])[cH:36][cH:35]2)[c:17]2[c:18]3[CH2:19][C:20]([CH3:22])([CH3:23])[O:21]2)[c:4]([Cl:8])[cH:5][cH:6][cH:7]1. The reactants are CC(C)([O-])C.[K+] (potassium tert-butoxide), O1CCCC1 (tetrahydrofuran), C(C)(C)(C)OC(=O)N1CCN(CC1)C1=NC=2N(C(N(C(C2N1C1=C(C=CC=C1)C=O)=O)COC(C(C)(C)C)=O)=O)COC(C(C)(C)C)=O (4-[1,3-bis(2,2-dimethylpropionyloxymethyl)-7-(2-formylphenyl)-2,6-dioxo-2,3,6,7-tetrahydro-1H-purin-8-yl]piperazine-1-carboxylic acid tert-butyl ester), O1CCCC1 (tetrahydrofuran). Reagents/catalysts: [Br-].C[P+](C1=CC=CC=C1)(C1=CC=CC=C1)C1=CC=CC=C1 (Methyltriphenylphosphonium bromide). Run in C(C)(=O)OCC (ethyl acetate). Reaction conditions: time 1 hour. The product is C(C)(C)(C)OC(=O)N1CCN(CC1)C1=NC=2N(C(N(C(C2N1C1=C(C=CC=C1)C=C)=O)COC(C(C)(C)C)=O)=O)COC(C(C)(C)C)=O (4-[1,3-Bis(2,2-dimethylpropionyloxymethyl)-2,6-dioxo 7-(2-vinylphenyl)-2,3,6,7-tetrahydro-1H-purin-8-yl]piperazine-1-carboxylic acid tert-butyl ester). As a reaction SMILES: [CH3:1][C:2]([CH3:5])([O-:4])[CH3:3].[K+].C([O:11][C:12]([N:14]1[CH2:19][CH2:18][N:17]([C:20]2[N:28]([C:29]3[CH:34]=[CH:33][CH:32]=[CH:31][C:30]=3C=O)[C:27]3[C:26](=[O:37])[N:25]([CH2:38][O:39][C:40](=[O:45])[C:41]([CH3:44])([CH3:43])[CH3:42])[C:24](=[O:46])[N:23]([CH2:47][O:48][C:49](=[O:54])[C:50]([CH3:53])([CH3:52])[CH3:51])[C:22]=3[N:21]=2)[CH2:16][CH2:15]1)=O)(C)(C)C.O1CC[CH2:57][CH2:56]1>[Br-].C[P+](C1C=CC=CC=1)(C1C=CC=CC=1)C1C=CC=CC=1.C(OCC)(=O)C>[C:2]([O:4][C:12]([N:14]1[CH2:19][CH2:18][N:17]([C:20]2[N:28]([C:29]3[CH:34]=[CH:33][CH:32]=[CH:31][C:30]=3[CH:56]=[CH2:57])[C:27]3[C:26](=[O:37])[N:25]([CH2:38][O:39][C:40](=[O:45])[C:41]([CH3:43])([CH3:42])[CH3:44])[C:24](=[O:46])[N:23]([CH2:47][O:48][C:49](=[O:54])[C:50]([CH3:52])([CH3:53])[CH3:51])[C:22]=3[N:21]=2)[CH2:16][CH2:15]1)=[O:11])([CH3:5])([CH3:3])[CH3:1] |f:0.1,4.5|. Procedure details: Methyltriphenylphosphonium bromide (3.52 g) was dissolved in tetrahydrofuran (20 ml), potassium tert-butoxide (948 mg) was added to the solution, and the mixture was stirred at room temperature for 1 hour. A solution of 4-[1,3-bis(2,2-dimethylpropionyloxymethyl)-7-(2-formylphenyl)-2,6-dioxo-2,3,6,7-tetrahydro-1H-purin-8-yl]piperazine-1-carboxylic acid tert-butyl ester (1.94 g) in tetrahydrofuran (20 ml) was added to the obtained reaction mixture at room temperature, and the mixture was stirred a... Starting materials: BrC1=CC(=C(C=C1)C1=CC=CC=C1)F (4′-Bromo-2′-fluorobiphenyl), ClS(=O)(=O)O (Chlorosulfonic acid). Solvent: C(Cl)(Cl)Cl (chloroform). Run at time 4 hour. Product: BrC1=CC(=C(C=C1)C=1C(=CC=CC1)S(=O)(=O)O)F (4′-Bromo-2′-fluorobiphenyl sulfonic acid). Reaction SMILES: [Br:1][C:2]1[CH:7]=[CH:6][C:5]([C:8]2[CH:13]=[CH:12][CH:11]=[CH:10][CH:9]=2)=[C:4]([F:14])[CH:3]=1.Cl[S:16]([OH:19])(=[O:18])=[O:17]>C(Cl)(Cl)Cl>[Br:1][C:2]1[CH:7]=[CH:6][C:5]([C:8]2[C:13]([S:16]([OH:19])(=[O:18])=[O:17])=[CH:12][CH:11]=[CH:10][CH:9]=2)=[C:4]([F:14])[CH:3]=1. Reported procedure: 4′-Bromo-2′-fluorobiphenyl (5 g) was dissolved in chloroform (80 mL) at room temperature. Chlorosulfonic acid (5 g) was added dropwise and a precipitate appeared soon after addition was complete. Stirring was continued for a further 4 hours, after which the solid was collected by filtration. Further crops of crystals were collected from the filtrate. The solid was washed with cold chloroform and the washings also allowed to crystallise. Reactants: C=Cc1cccc2c(Nc3ccc(O)cc3C)c(C(=O)CCC)cnc12, CO, ClCCl, O=[O+][O-]. RXN SMILES: [C:1]([CH2:2][CH2:3][CH3:4])(=[O:5])[c:6]1[cH:7][n:8][c:9]2[c:10]([CH:25]=[CH2:26])[cH:11][cH:12][cH:13][c:14]2[c:15]1[NH:16][c:17]1[c:18]([CH3:24])[cH:19][c:20]([OH:23])[cH:21][cH:22]1.[CH3:30][OH:31].[Cl:32][CH2:33][Cl:34].[O-:27][O+:28]=[O:29]>>[C:1]([CH2:2][CH2:3][CH3:4])(=[O:5])[c:6]1[cH:7][n:8][c:9]2[c:10]([CH:25]=[O:27])[cH:11][cH:12][cH:13][c:14]2[c:15]1[NH:16][c:17]1[c:18]([CH3:24])[cH:19][c:20]([OH:23])[cH:21][cH:22]1. Yields the product CCCC(=O)c1cnc2c(C=O)cccc2c1Nc1ccc(O)cc1C.